This data is from the Open Reaction Database (ORD), a public repository of structured organic reaction records. The task is: describe an organic reaction: reactants, conditions, products, and yield The reactants are BrC=1C(=C(C(=O)OCC)C=CC1C(=O)OCC)Br (diethyl dibromoterephthalate), C1(=C(C=CC=C1)B(O)O)C (o-tolylboronic acid), C(=O)([O-])[O-].[K+].[K+] (K2CO3). The reagents and catalysts are C=1C=CC(=CC1)[P](C=2C=CC=CC2)(C=3C=CC=CC3)[Pd]([P](C=4C=CC=CC4)(C=5C=CC=CC5)C=6C=CC=CC6)([P](C=7C=CC=CC7)(C=8C=CC=CC8)C=9C=CC=CC9)[P](C=1C=CC=CC1)(C=1C=CC=CC1)C=1C=CC=CC1 (Pd(PPh3)4). Solvent: C1(=CC=CC=C1)C (toluene), O (water). The product is CC1=C(C=CC=C1)C=1C(=CC(=C(C1)C(=O)OCC)C1=C(C=CC=C1)C)C(=O)OCC (Diethyl 2,2″-dimethyl[1,1′;4′,1″]terphenyl-2′,5′-dicarboxylate). As a reaction SMILES: Br[C:2]1[C:3](Br)=[C:4]([CH:10]=[CH:11][C:12]=1[C:13]([O:15][CH2:16][CH3:17])=[O:14])[C:5]([O:7][CH2:8][CH3:9])=[O:6].[C:19]1([CH3:28])[CH:24]=[CH:23][CH:22]=[CH:21][C:20]=1B(O)O.C([O-])([O-])=O.[K+].[K+]>C1(C)C=CC=CC=1.O.C1C=CC([P]([Pd]([P](C2C=CC=CC=2)(C2C=CC=CC=2)C2C=CC=CC=2)([P](C2C=CC=CC=2)(C2C=CC=CC=2)C2C=CC=CC=2)[P](C2C=CC=CC=2)(C2C=CC=CC=2)C2C=CC=CC=2)(C2C=CC=CC=2)C2C=CC=CC=2)=CC=1>[CH3:28][C:19]1[CH:24]=[CH:23][CH:22]=[CH:21][C:20]=1[C:2]1[C:12]([C:13]([O:15][CH2:16][CH3:17])=[O:14])=[CH:11][C:10]([C:3]2[CH:2]=[CH:12][CH:11]=[CH:10][C:4]=2[CH3:5])=[C:4]([C:5]([O:7][CH2:8][CH3:9])=[O:6])[CH:3]=1 |f:2.3.4,^1:46,48,67,86|. Reported procedure: 60 g (160 mmol) of diethyl dibromoterephthalate, 43 g (320 mmol) of o-tolylboronic acid, 365 mg (0.32 mmol) of Pd(PPh3)4 and 92 g (660 mmol) of K2CO3 are heated at the boil for 4 h in 300 ml of toluene and 300 ml of water. The mixture is subsequently partitioned between toluene and water, and the organic phase is washed three times with water and dried over Na2SO4. The residue remaining is recrystallised twice from heptane to give colourless crystals. The yield is 51 g (127 mmol, 81%). Starting materials: Cl.C(C)OC([C@@H](N)CSCCC1=CC=CC=C1)=O (S-phenethyl-L-cysteine ethyl ester hydrochloride), C(C)(=O)SCC(C(=O)O)CC1=CC=CC=C1 (3-acetylthio-2-benzylpropionic acid), solid, solid. The solvent is CO (MeOH), CO (MeOH). Product: C(C)OC([C@@H](NC(C(CSC(C)=O)CC1=CC=CC=C1)=O)CSCCC1=CC=CC=C1)=O (N-(3-Acetylthio-2-Benzylpropionyl)-S-Phenethyl-L-Cysteine Ethyl Ester). As a reaction SMILES: Cl.[CH2:2]([O:4][C:5](=[O:18])[C@H:6]([CH2:8][S:9][CH2:10][CH2:11][C:12]1[CH:17]=[CH:16][CH:15]=[CH:14][CH:13]=1)[NH2:7])[CH3:3].[C:19]([S:22][CH2:23][CH:24]([CH2:28][C:29]1[CH:34]=[CH:33][CH:32]=[CH:31][CH:30]=1)[C:25](O)=[O:26])(=[O:21])[CH3:20]>CO>[CH2:2]([O:4][C:5](=[O:18])[C@H:6]([CH2:8][S:9][CH2:10][CH2:11][C:12]1[CH:13]=[CH:14][CH:15]=[CH:16][CH:17]=1)[NH:7][C:25](=[O:26])[CH:24]([CH2:28][C:29]1[CH:30]=[CH:31][CH:32]=[CH:33][CH:34]=1)[CH2:23][S:22][C:19](=[O:21])[CH3:20])[CH3:3] |f:0.1|. Procedure details: React S-phenethyl-L-cysteine ethyl ester hydrochloride (2.85 g) and 3-acetylthio-2-benzylpropionic acid, (2.38 g) in a manner similar to that described in Example 1, Step 1 to give an amber oil. Chromatograph this oil on Prep 500 (2 silica gel cartridges) and elute with CH2Cl2 (4L) and then CH2Cl2 :ethyl acetate 100:2 to give Isomer A, a white solid (1.32 g), m.p. 63°-64°[α]D26 =-51.2° (MeOH); overlap Isomer A and Isomer B (0.63 g); and Isomer B, white solid (1.14 g), m.p. 84°-86°, [α]D26 =+5.3°... The reactants are NC1[C@@H]2N(C(C(S2)(C)C)P(=O)(OC)O)C1=O (6-amino-2,2-dimethyl-3-(O-methylphosphono)penam), [OH-].[Na+] (sodium hydroxide), [OH-].[Na+] (sodium hydroxide), C1(=CC=CC=C1)CC(=O)Cl (phenylacetyl chloride). Run in O (water). Run at temperature 0 celsius, time 30 minute. Yields the product C1(=CC=CC=C1)CC(=O)NC1[C@@H]2N(C(C(S2)(C)C)P(=O)(OC)O)C1=O (6-(2-Phenylacetamido)-2,2-dimethyl-3-(O-methylphosphono)penam). As a reaction SMILES: [NH2:1][CH:2]1[C:15](=[O:16])[N:4]2[CH:5]([P:10]([OH:14])([O:12][CH3:13])=[O:11])[C:6]([CH3:9])([CH3:8])[S:7][C@H:3]12.[OH-].[Na+].[C:19]1([CH2:25][C:26](Cl)=[O:27])[CH:24]=[CH:23][CH:22]=[CH:21][CH:20]=1>O>[C:19]1([CH2:25][C:26]([NH:1][CH:2]2[C:15](=[O:16])[N:4]3[CH:5]([P:10]([OH:14])([O:12][CH3:13])=[O:11])[C:6]([CH3:8])([CH3:9])[S:7][C@H:3]23)=[O:27])[CH:24]=[CH:23][CH:22]=[CH:21][CH:20]=1 |f:1.2|. Reported procedure: A stirred slurry of 532 mg. (0.002 mole) of 6-amino-2,2-dimethyl-3-(O-methylphosphono)penam in 10 ml. of water is cooled to 0° C., and the pH is then adjusted to 8.0 using 1N sodium hydroxide. To this solution is then added 0.27 ml. (310 mg., 0.002 mole) of phenylacetyl chloride, in portions, with the pH of the solution being maintained between 7 and 8 during the addition, using 0.1 N sodium hydroxide. The solution is stirred in additional 30 minutes at 0° C. and pH 7. It is concentrated in vacu...